Dataset: the Open Reaction Database (ORD), a public repository of structured organic reaction records. Task: describe an organic reaction: reactants, conditions, products, and yield The reactants are ClP(OCC)(OCC)=O (diethyl chlorophosphonate), [NH4+].[Cl-] (NH4Cl), C(C)(C)NC(C)C (diisopropylamine), [Li]CCCC (n-BuLi), CC1=NC2=CC=CC=C2C=C1 (2-methylquinoline). Run in C1CCOC1 (THF). Run at temperature -45 celsius, time 0.5 hour. The product is N1=C(C=CC2=CC=CC=C12)CP(OCC)(OCC)=O (Diethyl (quinolin-2-yl-methyl)phosphonate). Reaction SMILES: C(NC(C)C)(C)C.[Li]CCCC.[CH3:13][C:14]1[CH:23]=[CH:22][C:21]2[C:16](=[CH:17][CH:18]=[CH:19][CH:20]=2)[N:15]=1.Cl[P:25](=[O:32])([O:29][CH2:30][CH3:31])[O:26][CH2:27][CH3:28].[NH4+].[Cl-]>C1COCC1>[N:15]1[C:16]2[C:21](=[CH:20][CH:19]=[CH:18][CH:17]=2)[CH:22]=[CH:23][C:14]=1[CH2:13][P:25](=[O:32])([O:29][CH2:30][CH3:31])[O:26][CH2:27][CH3:28] |f:4.5|. Procedure: To a solution of diisopropylamine (15 g, 150 mmol) in THF (250 mL) was added n-BuLi (2.5 M in hexane, 59 mL, 150 mmol) at −78° C. under a nitrogen atmosphere. The resulting solution was stirred at −45° C. for 0.5 h, then cooled to −78° C., and 2-methylquinoline (10 g, 70 mmol) was added. The resulting solution was stirred at −78° C. for 0.5 h and then diethyl chlorophosphonate (14 g, 80 mmol) was added. The reaction mixture was stirred at −78° C. for 1 h and then at rt for 1 h. The reaction mixt... Reactants: O=C(Cl)C(=O)Cl, CN(C)C=O, c1ccccc1, O=C(O)c1ccc2nccnc2c1. As a reaction SMILES: [Cl:14][C:15]([C:16]([Cl:17])=[O:18])=[O:19].[O:20]=[CH:21][N:22]([CH3:23])[CH3:24].[cH:25]1[cH:26][cH:27][cH:28][cH:29][cH:30]1.[n:1]1[cH:2][cH:3][n:4][c:5]2[cH:6][c:7]([C:11](=[O:12])[OH:13])[cH:8][cH:9][c:10]12>>[n:1]1[cH:2][cH:3][n:4][c:5]2[cH:6][c:7]([C:11](=[O:13])[Cl:14])[cH:8][cH:9][c:10]12. Product: O=C(Cl)c1ccc2nccnc2c1. Reactants: CCCCCC(=CC=CC(=O)OC)c1ccc(OC)c(OC)c1, CO, [Na+], [OH-]. Yields the product CCCCCC(=CC=CC(=O)O)c1ccc(OC)c(OC)c1. Reaction SMILES: [CH3:1][O:2][C:3]([CH:4]=[CH:5][CH:6]=[C:7]([CH2:8][CH2:9][CH2:10][CH2:11][CH3:12])[c:13]1[cH:14][c:15]([O:21][CH3:22])[c:16]([O:19][CH3:20])[cH:17][cH:18]1)=[O:23].[CH3:26][OH:27].[Na+:25].[OH-:24]>>[O:2]=[C:3]([CH:4]=[CH:5][CH:6]=[C:7]([CH2:8][CH2:9][CH2:10][CH2:11][CH3:12])[c:13]1[cH:14][c:15]([O:21][CH3:22])[c:16]([O:19][CH3:20])[cH:17][cH:18]1)[OH:23]. Starting materials: CC(OCC)=O (EA), [Si](C)(C)(C(C)(C)C)OC[C@@H]1OC(N2C3=C(OC[C@H]21)C=C(C=C3)NC(C)=O)=O (N-((3R,3aS)-3-(((t-butyldimethylsilyl)oxy)methyl)-1-oxo-1,3,3a,4-tetrahydrobenzo[b]oxazolo[3,4-d][1,4]oxazin-7-yl)-acetamide), IC (Iodomethane), [H-].[Na+] (NaH). Run in C1CCOC1 (THF). Run at time 30 minute. Yields the product [Si](C)(C)(C(C)(C)C)OC[C@@H]1OC(N2C3=C(OC[C@H]21)C=C(C=C3)N(C(C)=O)C)=O (N-((3R,3aS)-3-(((t-butyldimethylsilyl)oxy)methyl)-1-oxo-1,3,3a,4-tetrahydrobenzo[b]oxazolo[3,4-d][1,4]oxazin-7-yl)-N-methylacetamide). Yield: 87.1%. RXN SMILES: [Si:1]([O:8][CH2:9][C@H:10]1[C@H:18]2[N:13]([C:14]3[CH:22]=[CH:21][C:20]([NH:23][C:24](=[O:26])[CH3:25])=[CH:19][C:15]=3[O:16][CH2:17]2)[C:12](=[O:27])[O:11]1)([C:4]([CH3:7])([CH3:6])[CH3:5])([CH3:3])[CH3:2].[H-].[Na+].IC.[CH3:32]C(=O)OCC>C1COCC1>[Si:1]([O:8][CH2:9][C@H:10]1[C@H:18]2[N:13]([C:14]3[CH:22]=[CH:21][C:20]([N:23]([CH3:32])[C:24](=[O:26])[CH3:25])=[CH:19][C:15]=3[O:16][CH2:17]2)[C:12](=[O:27])[O:11]1)([C:4]([CH3:7])([CH3:5])[CH3:6])([CH3:2])[CH3:3] |f:1.2|. Reported procedure: Compound N-((3R,3aS)-3-(((t-butyldimethylsilyl)oxy)methyl)-1-oxo-1,3,3a,4-tetrahydrobenzo[b]oxazolo[3,4-d][1,4]oxazin-7-yl)-acetamide (0.685 g, 1.747 mmol) was dissolved in 20 ml of THF and cooled on ice-salt bath. 60% NaH (0.14 g, 3.495 mmol) was added. The ice bath was removed, and the reaction mixture was stirred at room temperature for 30 min, and then cooled on ice-salt bath. Iodomethane (0.496 g, 3.495 mmol) was added slowly in dropwise. The ice bath was removed, and the reaction mixture w... The product is Nc1cnc(OC2CCN(C(=O)c3ccccc3F)CC2)c2ccccc12. As a reaction SMILES: [CH3:30][OH:31].[F:1][c:2]1[c:3]([C:8](=[O:9])[N:10]2[CH2:11][CH2:12][CH:13]([O:16][c:17]3[n:18][cH:19][c:20]([N+:27]([O-:28])=[O:29])[c:21]4[cH:22][cH:23][cH:24][cH:25][c:26]34)[CH2:14][CH2:15]2)[cH:4][cH:5][cH:6][cH:7]1>>[F:1][c:2]1[c:3]([C:8](=[O:9])[N:10]2[CH2:11][CH2:12][CH:13]([O:16][c:17]3[n:18][cH:19][c:20]([NH2:27])[c:21]4[cH:22][cH:23][cH:24][cH:25][c:26]34)[CH2:14][CH2:15]2)[cH:4][cH:5][cH:6][cH:7]1. Reactants: CO, O=C(c1ccccc1F)N1CCC(Oc2ncc([N+](=O)[O-])c3ccccc23)CC1. Starting materials: C[C@H]1N(CCC1)CCCOC=1C=C2CCC(NC2=CC1)=O ((2R)-6-[3-(2-methylpyrrolidin-1-yl)propoxy]-3,4-dihydroquinolin-2(1H)-one), C([O-])([O-])=O.[Cs+].[Cs+] (cesium carbonate), IC1=CC=C(C#N)C=C1 (4-iodobenzonitrile), CN[C@H]1[C@@H](CCCC1)NC (rac-trans-N,N′-dimethylcyclohexane-1,2-diamine). Reagents/catalysts: [Cu](I)I (copper iodide). The solvent is CN(C=O)C (N,N-dimethylformamide), O (water). Reaction conditions: temperature 100 celsius, time 16 hour. Product: C[C@H]1N(CCC1)CCCOC=1C=C2CCC(N(C2=CC1)C1=CC=C(C#N)C=C1)=O (4-[6-{3-[(2R)-2-methylpyrrolidin-1-yl]propoxy}-2-oxo-3,4-dihydroquinolin-1(2H)-yl]benzonitrile). Isolated yield 23.0%. RXN SMILES: [CH3:1][C@@H:2]1[CH2:6][CH2:5][CH2:4][N:3]1[CH2:7][CH2:8][CH2:9][O:10][C:11]1[CH:12]=[C:13]2[C:18](=[CH:19][CH:20]=1)[NH:17][C:16](=[O:21])[CH2:15][CH2:14]2.I[C:23]1[CH:30]=[CH:29][C:26]([C:27]#[N:28])=[CH:25][CH:24]=1.CN[C@@H]1CCCC[C@H]1NC.C(=O)([O-])[O-].[Cs+].[Cs+]>CN(C)C=O.O.[Cu](I)I>[CH3:1][C@@H:2]1[CH2:6][CH2:5][CH2:4][N:3]1[CH2:7][CH2:8][CH2:9][O:10][C:11]1[CH:12]=[C:13]2[C:18](=[CH:19][CH:20]=1)[N:17]([C:23]1[CH:30]=[CH:29][C:26]([C:27]#[N:28])=[CH:25][CH:24]=1)[C:16](=[O:21])[CH2:15][CH2:14]2 |f:3.4.5|. Procedure details: A suspension of (2R)-6-[3-(2-methylpyrrolidin-1-yl)propoxy]-3,4-dihydroquinolin-2(1H)-one prepared in Example 1-(2) (0.20 g), 4-iodobenzonitrile (0.18 g), rac-trans-N,N′-dimethylcyclohexane-1,2-diamine (0.041 g), copper iodide (0.013 g) and cesium carbonate (0.45 g) in N,N-dimethylformamide (2 mL) was stirred at 100° C. for 16 hours. The reaction mixture was diluted with water and extracted with chloroform. The organic layer was dried over anhydrous sodium sulfate and concentrated under reduced ... Starting materials: Cl (HCl), FC1=C(C(=O)OC)C=C(C=C1)CC=1C2=C(C(NN1)=O)CCCN2 (methyl 2-fluoro-5-((5-oxo-1,2,3,4,5,6-hexahydropyrido[3,2-d]pyridazin-8-yl)methyl)benzoate), [Li+].[OH-] (LiOH). Solvent: O1CCCC1 (tetrahydrofuran), O (water). Product: FC1=C(C(=O)O)C=C(C=C1)CC=1C2=C(C(NN1)=O)CCCN2 (2-fluoro-5-((5-oxo-1,2,3,4,5,6-hexahydropyrido[3,2-d]pyridazin-8-yl)methyl)benzoic acid). Reaction SMILES: [F:1][C:2]1[CH:11]=[CH:10][C:9]([CH2:12][C:13]2[C:14]3[NH:23][CH2:22][CH2:21][CH2:20][C:15]=3[C:16](=[O:19])[NH:17][N:18]=2)=[CH:8][C:3]=1[C:4]([O:6]C)=[O:5].[Li+].[OH-].Cl>O1CCCC1.O>[F:1][C:2]1[CH:11]=[CH:10][C:9]([CH2:12][C:13]2[C:14]3[NH:23][CH2:22][CH2:21][CH2:20][C:15]=3[C:16](=[O:19])[NH:17][N:18]=2)=[CH:8][C:3]=1[C:4]([OH:6])=[O:5] |f:1.2|. Procedure: A solution of EXAMPLE 506E (2.8 g, 8.8 mmol) in tetrahydrofuran (150 mL) was treated with LiOH (253 mg, 10.6 mmol) in water (20 mL) at 50° C. overnight. After cooling to room temperature, the mixture was acidified with dilute HCl to pH 4, and concentrated to about 10 mL. The solid material was collected by filtration, washed with water and dried to provide the title compound. MS (DCI/NH3) m/z 305 (M+H)+. Reactants: C(C1=CC=CC=C1)OC=1C(C=C(OC1C=O)CNS(=O)(=O)C1=C(C=CC=C1)C)=O (N-(5-Benzyloxy-6-formyl-4-oxo-4H-pyran-2-ylmethyl)-2-methyl-benzenesulfonamide), C1(=CC=CC=C1)S(=O)(=O)C(C1=CC(C(=C(O1)C(=O)O)OCC1=CC=CC=C1)=O)N (6-(benzene sulfonyl amino-methyl)-3-benzyloxy-4-oxo-4H-pyran-2-carboxylic acid). Yields the product C(C1=CC=CC=C1)OC1=C(OC(=CC1=O)CNS(=O)(=O)C=1C(=CC=CC1)C)C(=O)O (3-Benzyloxy-4-oxo-6-[(toluene-2-sulfonylamino)-methyl]-4H-pyran-2-carboxylic acid). Reaction SMILES: [CH2:1]([O:8][C:9]1[C:10](=[O:29])[CH:11]=[C:12]([CH2:17][NH:18][S:19]([C:22]2[CH:27]=[CH:26][CH:25]=[CH:24][C:23]=2[CH3:28])(=[O:21])=[O:20])[O:13][C:14]=1[CH:15]=[O:16])[C:2]1[CH:7]=[CH:6][CH:5]=[CH:4][CH:3]=1.C1(S(C(N)C2OC(C(O)=O)=C(OCC3C=CC=CC=3)C(=O)C=2)(=O)=[O:37])C=CC=CC=1>>[CH2:1]([O:8][C:9]1[C:10](=[O:29])[CH:11]=[C:12]([CH2:17][NH:18][S:19]([C:22]2[C:23]([CH3:28])=[CH:24][CH:25]=[CH:26][CH:27]=2)(=[O:21])=[O:20])[O:13][C:14]=1[C:15]([OH:37])=[O:16])[C:2]1[CH:3]=[CH:4][CH:5]=[CH:6][CH:7]=1. Procedure details: 3-Benzyloxy-4-oxo-6-[(toluene-2-sulfonylamino)-methyl]-4H-pyran-2-carboxylic acid (12-02) (2.0 g, crude) was synthesized as a white solid from N-(5-benzyloxy-6-formyl-4-oxo-4H-pyran-2-ylmethyl)-2-methyl-benzenesulfonamide (11-02) (2.8 g, 6.74 mmol) following the procedure described for 6-(benzenesulfonylamino-methyl)-3-benzyloxy-4-oxo-4H-pyran-2-carboxylic acid (12-01). Starting materials: C(C)OC(=O)C1(CC2=CC=CC=C2C1)NC(=O)C1=CC2=C(S1)C=CC=C2 (2-[(Benzo[b]thiophene-2-carbonyl)-amino]-indan-2-carboxylic acid ethyl ester), [Li+].[OH-] (LiOH), O1CCOCC1 (1,4-dioxane), CO (MeOH). Run in CC(C)O.C(Cl)Cl (i-PrOH DCM), O (water). Reaction conditions: time 18 hour. Product: S1C2=C(C=C1C(=O)NC1(CC3=CC=CC=C3C1)C(=O)O)C=CC=C2 (2-[(Benzo[b]thiophene-2-carbonyl)-amino]-indane-2-carboxylic acid). Yield: 85.1%. RXN SMILES: C([O:3][C:4]([C:6]1([NH:15][C:16]([C:18]2[S:22][C:21]3[CH:23]=[CH:24][CH:25]=[CH:26][C:20]=3[CH:19]=2)=[O:17])[CH2:14][C:13]2[C:8](=[CH:9][CH:10]=[CH:11][CH:12]=2)[CH2:7]1)=[O:5])C.O1CCOCC1.CO.[Li+].[OH-]>CC(O)C.C(Cl)Cl.O>[S:22]1[C:18]([C:16]([NH:15][C:6]2([C:4]([OH:5])=[O:3])[CH2:14][C:13]3[C:8](=[CH:9][CH:10]=[CH:11][CH:12]=3)[CH2:7]2)=[O:17])=[CH:19][C:20]2[CH:26]=[CH:25][CH:24]=[CH:23][C:21]1=2 |f:3.4,5.6|. Reported procedure: A 50 mL flask containing the 2-[(Benzo[b]thiophene-2-carbonyl)-amino]-indan-2-carboxylic acid ethyl ester (0.37 g, 1.01 mmol) is charged with 1,4-dioxane (6 mL) and MeOH 6 mL). A stirring bar is added and stirring is initiated. After dissolution, water (3.0 mL) is added followed by the LiOH (106 mg, 2.53 mmol). After 18 h, tlc analysis (silica, 5% i-PrOH/DCM) indicates that the starting material is completely consumed. The pH of the reaction mixture is carefully adjusted to pH 2 by slowly adding... Starting materials: CC(C)(C)OC(=O)NC1CCN(c2ccc(C#N)cc2)C1=O, CCOC(C)=O, Cl. Yields the product N#Cc1ccc(N2CCC(N)C2=O)cc1, Cl. Reaction SMILES: [C:2](#[N:3])[c:4]1[cH:5][cH:6][c:7]([N:10]2[C:11](=[O:23])[CH:12]([NH:15][C:16]([O:17][C:18]([CH3:19])([CH3:20])[CH3:21])=[O:22])[CH2:13][CH2:14]2)[cH:8][cH:9]1.[CH3:24][CH2:25][O:26][C:27]([CH3:28])=[O:29].[ClH:1]>>[C:2](#[N:3])[c:4]1[cH:5][cH:6][c:7]([N:10]2[C:11](=[O:23])[CH:12]([NH2:15])[CH2:13][CH2:14]2)[cH:8][cH:9]1.[ClH:1].